Task: describe an organic reaction: reactants, conditions, products, and yield. Dataset: the Open Reaction Database (ORD), a public repository of structured organic reaction records Starting materials: CO, N, COC(=O)c1cccc2nc(-c3ccc(-c4ccncc4)cc3)oc12. Yields the product NC(=O)c1cccc2nc(-c3ccc(-c4ccncc4)cc3)oc12. Reaction SMILES: [CH3:27][OH:28].[NH3:26].[n:1]1[cH:2][cH:3][c:4](-[c:7]2[cH:8][cH:9][c:10](-[c:13]3[o:14][c:15]4[c:16]([n:17]3)[cH:18][cH:19][cH:20][c:21]4[C:22]([O:24][CH3:23])=[O:25])[cH:11][cH:12]2)[cH:5][cH:6]1>>[n:1]1[cH:2][cH:3][c:4](-[c:7]2[cH:8][cH:9][c:10](-[c:13]3[o:14][c:15]4[c:16]([n:17]3)[cH:18][cH:19][cH:20][c:21]4[C:22](=[O:24])[NH2:26])[cH:11][cH:12]2)[cH:5][cH:6]1. The reactants are C(C)(C)(C)OC(=O)N[C@@H](CC1CCCCC1)[C@H](CC(C)C)O ((2S,3S)-2-t-butoxycarbonylamino-1-cyclohexyl-3-hydroxy-5-methylhexane). Solvent: FC(C(=O)O)(F)F (trifluoroacetic acid). Product: N[C@@H](CC1CCCCC1)[C@H](CC(C)C)O ((2S,3S)-2-amino-1-cyclohexyl-3-hydroxy-5-methylhexane). The yield is 100.4%. Reaction SMILES: C(OC([NH:8][C@H:9]([C@@H:17]([OH:22])[CH2:18][CH:19]([CH3:21])[CH3:20])[CH2:10][CH:11]1[CH2:16][CH2:15][CH2:14][CH2:13][CH2:12]1)=O)(C)(C)C>FC(F)(F)C(O)=O>[NH2:8][C@H:9]([C@@H:17]([OH:22])[CH2:18][CH:19]([CH3:20])[CH3:21])[CH2:10][CH:11]1[CH2:12][CH2:13][CH2:14][CH2:15][CH2:16]1. Procedure details: A solution of (2S,3S)-2-t-butoxycarbonylamino-1-cyclohexyl-3-hydroxy-5-methylhexane (120 mg) in trifluoroacetic acid (3 ml) was stirred at 0° C. for 30 minutes. After evaporation of the solvent, the residue was dissolved in ethyl acetate (10 ml). The solution was washed with saturated sodium bicarbonate solution and saturated sodium chloride solution, dried over magnesium sulfate, and evaporated in vacuo to give (2S,3S)-2-amino-1-cyclohexyl-3-hydroxy-5-methylhexane (82 mg) as an oil. Rf: 0.30 (c... Reactants: Cc1ccsc1C(=O)O, O=C(Cl)C(=O)Cl, c1ccccc1. The product is Cc1ccsc1C(=O)Cl. RXN SMILES: [CH3:1][c:2]1[c:3]([C:7](=[O:8])[OH:9])[s:4][cH:5][cH:6]1.[Cl:10][C:11]([C:12]([Cl:13])=[O:14])=[O:15].[cH:16]1[cH:17][cH:18][cH:19][cH:20][cH:21]1>>[CH3:1][c:2]1[c:3]([C:7](=[O:9])[Cl:10])[s:4][cH:5][cH:6]1. Starting materials: NC1=C(C(=O)OC)C=CC=C1N (methyl 2,3-diaminobenzoate), N1C(=O)C(=O)C2=CC=CC=C12 (isatin). The solvent is C(C)(=O)O (acetic acid). Run at time 8 hour. Product: C1=C2N=C3C(NC2=C(C=C1)C(=O)OC)=NC=1C=CC=CC13 (methyl 4-indolo[2,3-b]quinoxalinecarboxylate), C=1(C=2N=C3C(NC2C=CC1)=NC=1C=CC=CC13)C(=O)OC (methyl 1-indolo[2,3-b]quinoxalinecarboxylate). As a reaction SMILES: [NH2:1][C:2]1[C:11]([NH2:12])=[CH:10][CH:9]=[CH:8][C:3]=1[C:4]([O:6][CH3:7])=[O:5].[NH:13]1[C:23]2[C:18](=[CH:19][CH:20]=[CH:21][CH:22]=2)[C:16](=O)[C:14]1=O>C(O)(=O)C>[CH:10]1[CH:9]=[CH:8][C:3]([C:4]([O:6][CH3:7])=[O:5])=[C:2]2[C:11]=1[N:12]=[C:16]1[C:18]3[CH:19]=[CH:20][CH:21]=[CH:22][C:23]=3[N:13]=[C:14]1[NH:1]2.[C:3]1([C:4]([O:6][CH3:7])=[O:5])[C:2]2[N:1]=[C:16]3[C:18]4[CH:19]=[CH:20][CH:21]=[CH:22][C:23]=4[N:13]=[C:14]3[NH:12][C:11]=2[CH:10]=[CH:9][CH:8]=1. Procedure: A suspension of 20 g of methyl 2,3-diaminobenzoate and 17.7 g of isatin in 230 ml of acetic acid was heated under reflux for an hour. After completion of the reaction, the reaction solution was allowed to stand at room temperature overnight, and the resulting precipitate was collected by filtration. The precipitate was purified by silica gel column chromatography to give methyl 4-indolo[2,3-b]quinoxalinecarboxylate and methyl 1-indolo[2,3-b]quinoxalinecarboxylate. Starting materials: C(=O)([O-])[O-].[Cs+].[Cs+] (Cs2CO3), ClC=1C=C(C=CC1OC(C)C)C1=NC(=NO1)C=1C=C2C=CNC2=CC1 (5-(5-{3-Chloro-4-[(1-methylethyl)oxy]phenyl}-1,2,4-oxadiazol-3-yl)-1H-indole), C(=O)([O-])[O-].[Cs+].[Cs+] (Cs2CO3), BrC(C(C(=O)O)(F)F)F (3-bromo-2,2,3-trifluoropropanoic acid). Run in CN(C)C=O (DMF). Run at temperature 140 celsius, time 10 hour. The product is ClC=1C=C(C=CC1OC(C)C)C1=NC(=NO1)C=1C=C2C=CN(C2=CC1)C(C(C(=O)O)(F)F)F (3-[5-(5-{3-Chloro-4-[(1-methylethyl)oxy]phenyl}-1,2,4-oxadiazol-3-yl)-1H-indol-1-yl]-2,2,3-trifluoropropanoic acid). Isolated yield 4.4%. Reaction SMILES: [Cl:1][C:2]1[CH:3]=[C:4]([C:12]2[O:16][N:15]=[C:14]([C:17]3[CH:18]=[C:19]4[C:23](=[CH:24][CH:25]=3)[NH:22][CH:21]=[CH:20]4)[N:13]=2)[CH:5]=[CH:6][C:7]=1[O:8][CH:9]([CH3:11])[CH3:10].C([O-])([O-])=O.[Cs+].[Cs+].Br[CH:33]([F:40])[C:34]([F:39])([F:38])[C:35]([OH:37])=[O:36]>CN(C=O)C>[Cl:1][C:2]1[CH:3]=[C:4]([C:12]2[O:16][N:15]=[C:14]([C:17]3[CH:18]=[C:19]4[C:23](=[CH:24][CH:25]=3)[N:22]([CH:33]([F:40])[C:34]([F:39])([F:38])[C:35]([OH:37])=[O:36])[CH:21]=[CH:20]4)[N:13]=2)[CH:5]=[CH:6][C:7]=1[O:8][CH:9]([CH3:11])[CH3:10] |f:1.2.3|. Procedure: D5 (200 mg), Cs2CO3 (552 mg) and DMF (2.8 ml) were stirred at RT and treated with 3-bromo-2,2,3-trifluoropropanoic acid (175 mg). This mixture was heated at 140° C. for 1 hour in a microwave reactor. 2 further equivalents of Cs2CO3 (368 mg) were added and heating continued at 140° C. for 10 hours. The reaction mixture was then evaporated, treated with H2O, shaken and filtered to give a brown solid residue. This was purified by MDAP to give the title compound (12 mg) as a white solid. δH (methano... Starting materials: C(C1=CC=CC=C1)N1C(=NC(=C1)C(=O)OCC)CO (ethyl 1-benzyl-2-hydroxymethylimidazole-4-carboxylate), [OH-].[NH4+] (ammonium hydroxide). Solvent: C(C)O (ethanol). Reaction conditions: temperature 50 celsius, time 48 hour. The product is C(C1=CC=CC=C1)N1C(=NC(=C1)C(=O)N)CO (1-benzyl-2-hydroxymethylimidazole-4-carboxamide). As a reaction SMILES: [CH2:1]([N:8]1[CH:12]=[C:11]([C:13](OCC)=[O:14])[N:10]=[C:9]1[CH2:18][OH:19])[C:2]1[CH:7]=[CH:6][CH:5]=[CH:4][CH:3]=1.[OH-].[NH4+:21]>C(O)C>[CH2:1]([N:8]1[CH:12]=[C:11]([C:13]([NH2:21])=[O:14])[N:10]=[C:9]1[CH2:18][OH:19])[C:2]1[CH:7]=[CH:6][CH:5]=[CH:4][CH:3]=1 |f:1.2|. Procedure details: A mixture of ethyl 1-benzyl-2-hydroxymethylimidazole-4-carboxylate (described immediately above, 1 g), an aqueous ammonium hydroxide solution (specific gravity 0.88 g/ml, 60 ml) and ethanol (25 ml) was stirred at laboratory temperature for 48 hours and then heated to 50° C. for 4 hours. The mixture was evaporated to give 1-benzyl-2-hydroxymethylimidazole-4-carboxamide, m.p. 204°-207° C. Starting materials: Cl.COC1=CC2=C(N=C(S2)NC(=N)NC2=CC=CC=C2)C=C1 (N-(6-Methoxybenzothiazol-2-yl)-N'-phenyl guanidine hydrochloride). The solvent is [OH-].[Na+] (sodium hydroxide), C(C)(=O)OCC (ethyl acetate). Conditions: time 1 hour. Yields the product COC1=CC2=C(N3C(S2)=NC(=NC3=NC3=CC=CC=C3)NC3=CC=CC=C3)C=C1 (8-Methoxy-2-phenylamino-4-phenylimino-4H-1,3,5-triazino[2,1-b]benzothiazole). The yield is 33.5%. As a reaction SMILES: Cl.[CH3:2][O:3][C:4]1[CH:22]=[CH:21][C:7]2[N:8]=[C:9]([NH:11][C:12]([NH:14][C:15]3[CH:20]=[CH:19][CH:18]=[CH:17][CH:16]=3)=[NH:13])[S:10][C:6]=2[CH:5]=1>[OH-].[Na+].C(OCC)(=O)C>[CH3:2][O:3][C:4]1[CH:22]=[CH:21][C:7]2[N:8]3[C:9](=[N:8][C:7]4[CH:21]=[CH:22][CH:4]=[CH:5][CH:6]=4)[N:13]=[C:12]([NH:14][C:15]4[CH:20]=[CH:19][CH:18]=[CH:17][CH:16]=4)[N:11]=[C:9]3[S:10][C:6]=2[CH:5]=1 |f:0.1,2.3|. Procedure details: A suspension of the product from part (b) (2.0 g) in a mixture of sodium hydroxide solution (1N) and ethyl acetate (200 ml) was stirred until solution was obtained. The organic phase was removed, washed with water, dried and evaporated to a gum. A solution of the gum in dry dimethyl formamide (20 ml) was added to a stirred suspension of sodium hydride (300 mg of a 50% dispersion in oil) in the same solvent (20 ml) and stirring was continued for 1 h. A solution of phenylisothiocyanate (0.72 g) in... Starting materials: CC1=C(C=NC=C1)C1=CC=C2C=C(N=CC2=C1)N (7-(4-methylpyridin-3-yl)isoquinolin-3-amine), BrC1=NC=CC(=C1)CO (2-bromopyridine-4-methanol). Product: CC1=C(C=NC=C1)C1=CC=C2C=C(N=CC2=C1)NC1=NC=CC(=C1)CO ((2-(7-(4-methylpyridin-3-yl)isoquinolin-3-ylamino)pyridin-4-yl)methanol). The yield is 44.0%. Reaction SMILES: [CH3:1][C:2]1[CH:7]=[CH:6][N:5]=[CH:4][C:3]=1[C:8]1[CH:17]=[C:16]2[C:11]([CH:12]=[C:13]([NH2:18])[N:14]=[CH:15]2)=[CH:10][CH:9]=1.Br[C:20]1[CH:25]=[C:24]([CH2:26][OH:27])[CH:23]=[CH:22][N:21]=1>>[CH3:1][C:2]1[CH:7]=[CH:6][N:5]=[CH:4][C:3]=1[C:8]1[CH:17]=[C:16]2[C:11]([CH:12]=[C:13]([NH:18][C:20]3[CH:25]=[C:24]([CH2:26][OH:27])[CH:23]=[CH:22][N:21]=3)[N:14]=[CH:15]2)=[CH:10][CH:9]=1. Procedure: The title compound was prepared following the procedures described for Example 13, using 7-(4-methylpyridin-3-yl)isoquinolin-3-amine and 2-bromopyridine-4-methanol, to yield 26.2 mg (44%) of (2-(7-(4-methylpyridin-3-yl)isoquinolin-3-ylamino)pyridin-4-yl)methanol. LCMS (ESI): RT (min)=2.759, M+H=343.1, method=E; 1H NMR (400 MHz, DMSO-d6) δ 9.79 (s, 1H), 9.12 (s, 1H), 8.57 (s, 1H), 8.49 (s, 1H), 8.47 (d, J=5.0 Hz, 1H), 8.23 (d, J=5.2 Hz, 1H), 8.00 (s, 1H), 7.88 (d, J=8.5 Hz, 1H), 7.67 (d, J=8.6 Hz...